This data is from the Open Reaction Database (ORD), a public repository of structured organic reaction records. The task is: describe an organic reaction: reactants, conditions, products, and yield Reactants: O=C([O-])O, CO, Cl, O=[N+]([O-])c1cc(C(F)(F)F)ccc1N1CCCCC1, [Na+], Cl[Sn]Cl. Product: Nc1cc(C(F)(F)F)ccc1N1CCCCC1. As a reaction SMILES: [C:24](=[O:25])([OH:26])[O-:27].[CH3:29][OH:30].[ClH:1].[N+:5]([O-:6])(=[O:7])[c:8]1[c:9]([N:18]2[CH2:19][CH2:20][CH2:21][CH2:22][CH2:23]2)[cH:10][cH:11][c:12]([C:14]([F:15])([F:16])[F:17])[cH:13]1.[Na+:28].[Sn:2]([Cl:3])[Cl:4]>>[NH2:5][c:8]1[c:9]([N:18]2[CH2:19][CH2:20][CH2:21][CH2:22][CH2:23]2)[cH:10][cH:11][c:12]([C:14]([F:15])([F:16])[F:17])[cH:13]1.